Dataset: the Open Reaction Database (ORD), a public repository of structured organic reaction records. Task: describe an organic reaction: reactants, conditions, products, and yield Reactants: C(C)(C)(C)OC(N[C@H](CC1=CC2=CC=CC=C2C=C1)CN([C@H](CC1=CC=CC=C1)C(NC)=O)C(CCl)=O)=O (((1R)-1-((N-Chloroacetyl-N-((1R)-1-(methylcarbamoyl)-2-phenylethyl)amino)methyl)-2-(2-naphthyl)ethyl)carbamic acid tert-butyl ester). The solvent is FC(C(=O)O)(F)F (trifluoroacetic acid), C(Cl)Cl (methylene chloride). Reaction conditions: time 40 minute. Product: N[C@@H](CN(C(CCl)=O)[C@@H](C(=O)NC)CC1=CC=CC=C1)CC1=CC2=CC=CC=C2C=C1 ((2R)-2-(N-((2R)-2-amino-3-(2-naphthyl)propyl)-N-chloroacetylamino)-N-methyl-3-phenylpropionamide). Yield: 151.5%. As a reaction SMILES: C(OC(=O)[NH:7][C@@H:8]([CH2:20][N:21]([C:34](=[O:37])[CH2:35][Cl:36])[C@@H:22]([C:30](=[O:33])[NH:31][CH3:32])[CH2:23][C:24]1[CH:29]=[CH:28][CH:27]=[CH:26][CH:25]=1)[CH2:9][C:10]1[CH:19]=[CH:18][C:17]2[C:12](=[CH:13][CH:14]=[CH:15][CH:16]=2)[CH:11]=1)(C)(C)C>FC(F)(F)C(O)=O.C(Cl)Cl>[NH2:7][C@H:8]([CH2:9][C:10]1[CH:19]=[CH:18][C:17]2[C:12](=[CH:13][CH:14]=[CH:15][CH:16]=2)[CH:11]=1)[CH2:20][N:21]([C@H:22]([CH2:23][C:24]1[CH:29]=[CH:28][CH:27]=[CH:26][CH:25]=1)[C:30]([NH:31][CH3:32])=[O:33])[C:34](=[O:37])[CH2:35][Cl:36]. Procedure: ((1R)-1-((N-Chloroacetyl-N-((1R)-1-(methylcarbamoyl)-2-phenylethyl)amino)methyl)-2-(2-naphthyl)ethyl)carbamic acid tert-butyl ester (0.56 g, 1.04 mmol) was dissolved in a mixture of trifluoroacetic acid (4 ml) and methylene chloride (4 ml) and stirred for 40 min. The solvent was removed in vacuo and methylene chloride was added and removed in vacuo (3×10 ml) to afford 0.69 g of (2R)-2-(N-((2R)-2-amino-3-(2-naphthyl)propyl)-N-chloroacetylamino)-N-methyl-3-phenylpropionamide as a trifluoroacetate. The reactants are OC(CCCC1(OC2=C(C(C1)=O)C=CC(=C2CCC)OCCCOC2=CC=CC=1CCCCC21)CCCC(CO)O)CO (2,3-dihydro-2,2-bis(4,5-dihydroxypentyl)-8-propyl-7-[3-[(5,6,7,8-tetrahydro-1-naphthalenyl)oxy]propoxy]-4H-1-benzopyran-4-one), C(C)(=O)OC(C)=O (acetic anhydride). Run in C(C)(=O)OCC (ethyl acetate), N1=CC=CC=C1 (pyridine). Run at time 8 hour. Yields the product C(C)(=O)OC(CCCC1(OC2=C(C(C1)=O)C=CC(=C2CCC)OCCCOC2=CC=CC=1CCCCC21)CCCC(COC(C)=O)OC(C)=O)COC(C)=O (2,2-bis[4,5-bis(acetyloxy)pentyl]-2,3-dihydro-8-propyl-7-[3-[(5,6,7,8-tetrahydro-1-naphthalenyl)oxy]propoxy]-4H-1-benzopyran-4-one). Isolated yield 115.7%. Reaction SMILES: [OH:1][CH:2]([CH2:42][OH:43])[CH2:3][CH2:4][CH2:5][C:6]1([CH2:35][CH2:36][CH2:37][CH:38]([OH:41])[CH2:39][OH:40])[CH2:11][C:10](=[O:12])[C:9]2[CH:13]=[CH:14][C:15]([O:20][CH2:21][CH2:22][CH2:23][O:24][C:25]3[C:34]4[CH2:33][CH2:32][CH2:31][CH2:30][C:29]=4[CH:28]=[CH:27][CH:26]=3)=[C:16]([CH2:17][CH2:18][CH3:19])[C:8]=2[O:7]1.C(O[C:48](=[O:50])[CH3:49])(=O)C>N1C=CC=CC=1.C(OCC)(=O)C>[C:2]([O:41][CH:38]([CH2:39][O:40][C:48](=[O:50])[CH3:49])[CH2:37][CH2:36][CH2:35][C:6]1([CH2:5][CH2:4][CH2:3][CH:2]([O:1][C:10](=[O:12])[CH3:9])[CH2:42][O:43][C:6](=[O:7])[CH3:5])[CH2:11][C:10](=[O:12])[C:9]2[CH:13]=[CH:14][C:15]([O:20][CH2:21][CH2:22][CH2:23][O:24][C:25]3[C:34]4[CH2:33][CH2:32][CH2:31][CH2:30][C:29]=4[CH:28]=[CH:27][CH:26]=3)=[C:16]([CH2:17][CH2:18][CH3:19])[C:8]=2[O:7]1)(=[O:1])[CH3:3]. Procedure details: To a solution of 404 mg (0.708 mmol) of the title product of Example 71 in 4.4 ml of pyridine was added 0.70 ml (7.4 mmol) of acetic anhydride. After stirring overnight at room temperature, the mixture was taken up in ethyl acetate, and washed sequentially with two portions of aqueous sodium bicarbonate, water, and brine. The organic layer was dried over magnesium sulfate, filtered, and the solvent removed under reduced pressure. Chromatography of the residue over silica gel, using 40% ethyl ace... Reactants: FC1=C(C(=CC2=C1N=CS2)C(=O)OC)NC2=C(C=CC=C2)F (methyl 4-fluoro-5-((2-fluorophenyl)amino)benzo[d]thiazole-6-carboxylate), C1CC(=O)N(C1=O)I (NIS), FC(C(=O)O)(F)F (trifluoroacetic acid), [NH4+].[Cl-] (NH4Cl). Solvent: CN(C)C=O (DMF). Conditions: time 4 hour. Yields the product FC1=C(C(=CC2=C1N=CS2)C(=O)OC)NC2=C(C=C(C=C2)I)F (methyl 4-fluoro-5-((2-fluoro-4-iodophenyl)amino)benzo[d]thiazole-6-carboxylate), solid. The yield is 69.0%. As a reaction SMILES: [F:1][C:2]1[C:7]2[N:8]=[CH:9][S:10][C:6]=2[CH:5]=[C:4]([C:11]([O:13][CH3:14])=[O:12])[C:3]=1[NH:15][C:16]1[CH:21]=[CH:20][CH:19]=[CH:18][C:17]=1[F:22].C1C(=O)N([I:30])C(=O)C1.FC(F)(F)C(O)=O.[NH4+].[Cl-]>CN(C=O)C>[F:1][C:2]1[C:7]2[N:8]=[CH:9][S:10][C:6]=2[CH:5]=[C:4]([C:11]([O:13][CH3:14])=[O:12])[C:3]=1[NH:15][C:16]1[CH:21]=[CH:20][C:19]([I:30])=[CH:18][C:17]=1[F:22] |f:3.4|. Reported procedure: To a solution of methyl 4-fluoro-5-((2-fluorophenyl)amino)benzo[d]thiazole-6-carboxylate (1.963 g, 6.14 mmol) in DMF (10 mL) was added NIS (1.5 g, 6.5 mmol) followed by trifluoroacetic acid (0.5 mL). After stirring for 4 h at ambient temperature, the reaction was treated by saturated NH4Cl (aq.). The aqueous layer was extracted with ethyl acetate (150 mL×3). The combined organic layer was washed with water (100 mL×3) and brine (100 mL) sequentially, dried over Na2SO4, filtered and concentrated i... Solvent: CO (methanol), O (water). As a reaction SMILES: [CH3:1][O:2][C:3]1[CH:4]=[C:5]([C:11]2[N:16]([CH2:17][C:18]([O:20]CC)=[O:19])[C:15](=[O:23])[N:14]([CH3:24])[C:13](=[N:25][C:26]3[C:31]([CH3:32])=[CH:30][C:29]([CH3:33])=[CH:28][C:27]=3[CH3:34])[CH:12]=2)[CH:6]=[CH:7][C:8]=1[O:9][CH3:10].[OH-].[Na+]>CO.O>[C:18]([CH2:17][N:16]1[C:11]([C:5]2[CH:6]=[CH:7][C:8]([O:9][CH3:10])=[C:3]([O:2][CH3:1])[CH:4]=2)=[CH:12][C:13](=[N:25][C:26]2[C:27]([CH3:34])=[CH:28][C:29]([CH3:33])=[CH:30][C:31]=2[CH3:32])[N:14]([CH3:24])[C:15]1=[O:23])([OH:20])=[O:19] |f:1.2|. Starting materials: COC=1C=C(C=CC1OC)C1=CC(N(C(N1CC(=O)OCC)=O)C)=NC1=C(C=C(C=C1C)C)C (3,4-dihydro-6-(3,4-dimethoxyphenyl)-1-ethoxycarbonylmethyl-3-methyl-4-(2,4,6-trimethylphenylimino)-2(1H)-pyrimidinone), [OH-].[Na+] (sodium hydroxide). Procedure: To a solution of 3,4-dihydro-6-(3,4-dimethoxyphenyl)-1-ethoxycarbonylmethyl-3-methyl-4-(2,4,6-trimethylphenylimino)-2(1H)-pyrimidinone (4 g) in methanol (30 ml) was added a solution of sodium hydroxide (0.52 g) in water (6 ml) and stirred at room temperature for 3 hours. After removal of methanol, the residue was dissolved in water (40 ml) and adjusted to pH 5.8 and extracted with chloroform. The chloroform layer was washed with brine, dried over magnesium sulfate and evaporated to give a residu... Isolated yield 87.8%. Run at time 3 hour. The product is C(=O)(O)CN1C(N(C(C=C1C1=CC(=C(C=C1)OC)OC)=NC1=C(C=C(C=C1C)C)C)C)=O (3,4-dihydro-1-carboxymethyl-6-(3,4-dimethoxyphenyl)-3-methyl-4-(2,4,6-trimethylphenylimino)-2(1H)-pyrimidinone). Reactants: O (water), solution, B(Br)(Br)Br (boron tribromide), CC(=CCCC1=CCC(CC1)CCC1=CC=C(C=C1)OC)C (2-(4-(4-Methyl-3-pentenyl)-3-cyclohexenyl)ethyl-4-methoxybenzene). The solvent is ClCCl (dichloromethane). Conditions: time 1 hour. Product: CC(=CCCC1=CCC(CC1)CCC1=CC=C(C=C1)O)C (4-[2-(4-(4-Methyl-3-pentenyl)-3-cyclohexenyl)ethyl]phenol). RXN SMILES: [CH3:1][C:2]([CH3:22])=[CH:3][CH2:4][CH2:5][C:6]1[CH2:11][CH2:10][CH:9]([CH2:12][CH2:13][C:14]2[CH:19]=[CH:18][C:17]([O:20]C)=[CH:16][CH:15]=2)[CH2:8][CH:7]=1.B(Br)(Br)Br.O>ClCCl>[CH3:1][C:2]([CH3:22])=[CH:3][CH2:4][CH2:5][C:6]1[CH2:11][CH2:10][CH:9]([CH2:12][CH2:13][C:14]2[CH:15]=[CH:16][C:17]([OH:20])=[CH:18][CH:19]=2)[CH2:8][CH:7]=1. Procedure: To a solution of anisole 2F (R=4-Methyl-3-pentenyl) (6 g) in dichloromethane (100 mL) and cooled in an ice bath is added a 1M solution of boron tribromide (3.4 mL). The solution is stirred for one hour, then poured into water. The reaction mixture is extracted with dichloromethane and dried over magnesium sulfate. The solution is concentrated in vacuo. The product is recrystallized from hexane. Starting materials: C(C)(C)(C)[Si](C)(C)OCC1=C(C=CC(=C1)[N+](=O)[O-])N=C=S (tert-Butyl-(2-isothiocyanato-5-nitro-benzyloxy)-dimethyl-silane), COC=1C=CC=C2CCC(C12)N (rac-7-methoxy-indan-1-ylamine). The product is COC=1C=CC=C2CCC(C12)NC=1OCC2=C(N1)C=CC(=C2)[N+](=O)[O-] (rac-(7-Methoxy-indan-1-yl)-(6-nitro-4H-benzo[d][1,3]oxazin-2-yl)-amine). The yield is 73.4%. As a reaction SMILES: C([Si]([O:8][CH2:9][C:10]1[CH:15]=[C:14]([N+:16]([O-:18])=[O:17])[CH:13]=[CH:12][C:11]=1[N:19]=[C:20]=S)(C)C)(C)(C)C.[CH3:22][O:23][C:24]1[CH:25]=[CH:26][CH:27]=[C:28]2[C:32]=1[CH:31]([NH2:33])[CH2:30][CH2:29]2>>[CH3:22][O:23][C:24]1[CH:25]=[CH:26][CH:27]=[C:28]2[C:32]=1[CH:31]([NH:33][C:20]1[O:8][CH2:9][C:10]3[CH:15]=[C:14]([N+:16]([O-:18])=[O:17])[CH:13]=[CH:12][C:11]=3[N:19]=1)[CH2:30][CH2:29]2. Procedure details: Prepared from tert-butyl-(2-isothiocyanato-5-nitro-benzyloxy)-dimethyl-silane (Example C1) (3.89 g, 12.0 mmol; HPLC: 4.446 min) and the above described rac-7-methoxy-indan-1-ylamine (1.96 g, 12.0 mmol; HPLC 0.4 min) according to the procedure described for Example 1. Obtained the title compound as a yellow solid (2.99 g, 73%; HPLC 1.683 min), MS (ISP) m/e=340.1 [(M+H)+].